Dataset: the Open Reaction Database (ORD), a public repository of structured organic reaction records. Task: describe an organic reaction: reactants, conditions, products, and yield Reaction SMILES: [CH:1]1([N:4]2[C:13]3[N:12]=[C:11]4[CH:14]=[C:15](F)[C:16]([F:18])=[CH:17][C:10]4=[CH:9][C:8]=3[C:7](=[O:20])[C:6]([C:21]([O:23][CH2:24][CH3:25])=[O:22])=[CH:5]2)[CH2:3][CH2:2]1.CS(O)(=O)=O.CS(O)(=O)=O.[NH2:36][CH:37]1[CH2:40][NH:39][CH2:38]1>>[NH2:36][CH:37]1[CH2:40][N:39]([C:15]2[C:16]([F:18])=[CH:17][C:10]3[C:11]([CH:14]=2)=[N:12][C:13]2[N:4]([CH:1]4[CH2:3][CH2:2]4)[CH:5]=[C:6]([C:21]([O:23][CH2:24][CH3:25])=[O:22])[C:7](=[O:20])[C:8]=2[CH:9]=3)[CH2:38]1 |f:1.2.3|. Isolated yield 53.6%. Reactants: C1(CC1)N1C=C(C(C=2C=C3C(=NC12)C=C(C(=C3)F)F)=O)C(=O)OCC (1-cyclopropyl-3-ethoxycarbonyl-7,8-difluoro-4-oxo-1,4-dihydrobenzo[b][1,8]naphthyridine), CS(=O)(=O)O.CS(=O)(=O)O.NC1CNC1 (3-aminoazetidine dimethanesulphonate). Procedure: 8-(3-Amino-1-azetidinyl)-1-cyclopropyl-3-ethoxycarbonyl-7-fluoro-4-oxo-1,4-dihydrobenzo-[b][1,8]naphthyridine was prepared under the conditions of Example 2, but starting with 1.7 g of 1-cyclopropyl-3-ethoxycarbonyl-7,8-difluoro-4-oxo-1,4-dihydrobenzo[b][1,8]naphthyridine and 1.88 g of 3-aminoazetidine dimethanesulphonate. After 1 recrystallization in 50 cm3 of ethanol, 1.05 g of 8-(3-amino-1-azetidinyl)-1-cyclopropyl-3-ethoxycarbonyl-7-fluoro-4-oxo-1,4-dihydrobenzo[b][1,8]naphthyridine are obta... The product is NC1CN(C1)C=1C(=CC=2C(=NC=3N(C=C(C(C3C2)=O)C(=O)OCC)C2CC2)C1)F (8-(3-amino-1-azetidinyl)-1-cyclopropyl-3-ethoxycarbonyl-7-fluoro-4-oxo-1,4-dihydrobenzo[b][1,8]naphthyridine). Reactants: CO, C=Cc1cc(Cl)cc2nn(CC(C)(C#N)NC(=O)c3ccc(OC(F)(F)F)cc3)nc12, ClCCl, O=[O+][O-]. Yields the product CC(C#N)(Cn1nc2cc(Cl)cc(C=O)c2n1)NC(=O)c1ccc(OC(F)(F)F)cc1. RXN SMILES: [CH3:38][OH:39].[Cl:1][c:2]1[cH:3][c:4]([CH:30]=[CH2:31])[c:5]2[c:6]([n:7][n:8]([CH2:10][C:11]([CH3:12])([C:13]#[N:14])[NH:15][C:16]([c:17]3[cH:18][cH:19][c:20]([O:23][C:24]([F:25])([F:26])[F:27])[cH:21][cH:22]3)=[O:28])[n:9]2)[cH:29]1.[Cl:32][CH2:33][Cl:34].[O-:35][O+:36]=[O:37]>>[Cl:1][c:2]1[cH:3][c:4]([CH:30]=[O:35])[c:5]2[c:6]([n:7][n:8]([CH2:10][C:11]([CH3:12])([C:13]#[N:14])[NH:15][C:16]([c:17]3[cH:18][cH:19][c:20]([O:23][C:24]([F:25])([F:26])[F:27])[cH:21][cH:22]3)=[O:28])[n:9]2)[cH:29]1.